Dataset: the Open Reaction Database (ORD), a public repository of structured organic reaction records. Task: describe an organic reaction: reactants, conditions, products, and yield The reactants are COc1ccncc1B(O)O, Nc1c(C(=O)NC2CCC2)nnc2c(Br)cccc12. Yields the product COc1ccncc1-c1cccc2c(N)c(C(=O)NC3CCC3)nnc12. RXN SMILES: [CH3:20][O:21][c:22]1[c:23]([B:28]([OH:29])[OH:30])[cH:24][n:25][cH:26][cH:27]1.[NH2:1][c:2]1[c:3]([C:13](=[O:14])[NH:15][CH:16]2[CH2:17][CH2:18][CH2:19]2)[n:4][n:5][c:6]2[c:7]([Br:12])[cH:8][cH:9][cH:10][c:11]12>>[NH2:1][c:2]1[c:3]([C:13](=[O:14])[NH:15][CH:16]2[CH2:17][CH2:18][CH2:19]2)[n:4][n:5][c:6]2[c:7](-[c:23]3[c:22]([O:21][CH3:20])[cH:27][cH:26][n:25][cH:24]3)[cH:8][cH:9][cH:10][c:11]12. Reactants: NC=1C=C(C=CC1)C1=CC=C(C=C1)C[C@@H](C(=O)OC)NS(=O)(=O)C1=C(C=C(C=C1C)C)C (Methyl (2S)-3-(3′-amino[1,1′-biphenyl]-4-yl)-2-mesitylsulfonylamino-propanoate), C(C)OC=1C(C(C1OCC)=O)=O (3,4-diethoxy-3-cyclobuten-1,2-dion). The solvent is C(CC)O (1 propanol). Product: C(C)OC1=C(C(C1=O)=O)NC=1C=C(C=CC1)C1=CC=C(C=C1)C[C@@H](C(=O)OC)NS(=O)(=O)C1=C(C=C(C=C1C)C)C (Methyl (2S)-3-{3′-[(2-ethoxy-3,4-dioxo-1-cyclobuten-1-yl)-amino][1,1′-biphenyl]-4-yl}-2-mesitylsulfonylamino-propanoate). Yield: 59.0%. Reaction SMILES: [NH2:1][C:2]1[CH:3]=[C:4]([C:8]2[CH:13]=[CH:12][C:11]([CH2:14][C@H:15]([NH:20][S:21]([C:24]3[C:29]([CH3:30])=[CH:28][C:27]([CH3:31])=[CH:26][C:25]=3[CH3:32])(=[O:23])=[O:22])[C:16]([O:18][CH3:19])=[O:17])=[CH:10][CH:9]=2)[CH:5]=[CH:6][CH:7]=1.[CH2:33]([O:35][C:36]1[C:37](=O)[C:38](=[O:43])[C:39]=1[O:40]CC)[CH3:34]>C(O)CC>[CH2:33]([O:35][C:36]1[C:39](=[O:40])[C:38](=[O:43])[C:37]=1[NH:1][C:2]1[CH:3]=[C:4]([C:8]2[CH:13]=[CH:12][C:11]([CH2:14][C@H:15]([NH:20][S:21]([C:24]3[C:29]([CH3:30])=[CH:28][C:27]([CH3:31])=[CH:26][C:25]=3[CH3:32])(=[O:23])=[O:22])[C:16]([O:18][CH3:19])=[O:17])=[CH:10][CH:9]=2)[CH:5]=[CH:6][CH:7]=1)[CH3:34]. Reported procedure: 2 g of Methyl (2S)-3-(3′-amino[1,1′-biphenyl]-4-yl)-2-mesitylsulfonylamino-propanoate 12.1.2 were mixed with 0.75 g 3,4-diethoxy-3-cyclobuten-1,2-dion in 40 ml 1 propanol and refluxed for 20 h. Purification by flash chromatography (dichloromethane/acetic acid ethyl ester 10+1) yielded 1,5 g of the title compound. Starting materials: BrC1=CC(=C(C(=O)O)C=C1)CC(=O)O (4-bromo-2-carboxymethyl-benzoic acid). Solvent: C(C)(=O)OC(C)=O (acetic anhydride). The product is BrC=1C=C2CC(OC(C2=CC1)=O)=O (6-bromoisochroman-1,3-dione). As a reaction SMILES: [Br:1][C:2]1[CH:10]=[CH:9][C:5]([C:6]([OH:8])=O)=[C:4]([CH2:11][C:12]([OH:14])=[O:13])[CH:3]=1>C(OC(=O)C)(=O)C>[Br:1][C:2]1[CH:3]=[C:4]2[C:5](=[CH:9][CH:10]=1)[C:6](=[O:8])[O:14][C:12](=[O:13])[CH2:11]2. Procedure details: A solution of 4-bromo-2-carboxymethyl-benzoic acid (200 mg, 1.1 mmol) in 2 mL acetic anhydride was refluxed for 10 h. Then the mixture was concentrated to dryness and the crude 6-bromoisochroman-1,3-dione was used into the next step without further purification. Reactants: O=C([O-])[O-], CC(C)(C)OC(=O)Nc1ccc(O)cc1, BrC1CCC1, [Cs+], [Cs+], CN(C)C=O. The product is CC(C)(C)OC(=O)Nc1ccc(OC2CCC2)cc1. Reaction SMILES: [C:16](=[O:17])([O-:18])[O-:19].[C:1]([CH3:2])([CH3:3])([CH3:4])[O:5][C:6](=[O:7])[NH:8][c:9]1[cH:10][cH:11][c:12]([OH:15])[cH:13][cH:14]1.[CH:22]1([Br:26])[CH2:23][CH2:24][CH2:25]1.[Cs+:20].[Cs+:21].[O:27]=[CH:28][N:29]([CH3:30])[CH3:31]>>[C:1]([CH3:2])([CH3:3])([CH3:4])[O:5][C:6](=[O:7])[NH:8][c:9]1[cH:10][cH:11][c:12]([O:15][CH:22]2[CH2:23][CH2:24][CH2:25]2)[cH:13][cH:14]1.